Dataset: the Open Reaction Database (ORD), a public repository of structured organic reaction records. Task: describe an organic reaction: reactants, conditions, products, and yield The reactants are O=P12OP3(=O)OP(=O)(O1)OP(=O)(O2)O3 (Phosphorus pentoxide), BrC(C(=O)O)C(C(C)=O)(C)Br (2,3-dibromo-3-methyl-4-oxopentanoic acid), N12CCN(CC1)CC2 (1,4-diazabicyclo[2.2.2]octane). Solvent: ClCCl (dichloromethane). Reaction conditions: time 2 hour. The product is BrC=1C(OC(C1C)=C)=O (3-bromo-4-methyl-5-(methylene)-2(5H)furanone). Isolated yield 70.8%. RXN SMILES: O=P12OP3(OP(OP(O3)(O1)=O)(=O)O2)=O.[Br:15][CH:16]([C:20](Br)([CH3:24])[C:21](=[O:23])[CH3:22])[C:17](O)=[O:18].N12CCN(CC1)CC2>ClCCl>[Br:15][C:16]1[C:17](=[O:18])[O:23][C:21](=[CH2:22])[C:20]=1[CH3:24]. Procedure: Phosphorus pentoxide (11.5 g) was added with stirring to a solution of 2,3-dibromo-3-methyl-4-oxopentanoic acid (4.6 g, 16.0 mmol) in dry dichloromethane (30 ml). The mixture was heated at reflux with stirring for 2 h. It was cooled to room temperature and the resulting mixture was filtered through a pad of filter aid and treated with 1,4-diazabicyclo[2.2.2]octane (DABCO) (2.24 g, 14.8 mmol). The mixture was stirred at room temperature for 1 h, washed with dilute hydrochloric acid (2N, 10 ml), b... The reactants are C(C)(C)(C)[C@@H](CCC)NNC(C1=C(C(=CC=C1)OC)C)=O ((R)-3-methoxy-2-methyl-benzoic acid N′-(1-tert-butyl-butyl)-hydrazide), COC=1C=C(C(=O)Cl)C=C(C1C)OC (3,5-dimethoxy-4-methyl-benzoyl chloride), C(=O)([O-])[O-].[K+].[K+] (K2CO3). The solvent is C(Cl)Cl (methylene chloride). The product is C(C)(C)(C)[C@@H](CCC)N(NC(C1=C(C(=CC=C1)OC)C)=O)C(C1=CC(=C(C(=C1)OC)C)OC)=O ((R)-3,5-Dimethoxy-4-methyl-benzoic acid N-(1-tert-butyl-butyl)-N′-(3-methoxy-2-methyl-benzoyl)-hydrazide). RXN SMILES: [C:1]([C@H:5]([NH:9][NH:10][C:11](=[O:21])[C:12]1[CH:17]=[CH:16][CH:15]=[C:14]([O:18][CH3:19])[C:13]=1[CH3:20])[CH2:6][CH2:7][CH3:8])([CH3:4])([CH3:3])[CH3:2].[CH3:22][O:23][C:24]1[CH:25]=[C:26]([CH:30]=[C:31]([O:34][CH3:35])[C:32]=1[CH3:33])[C:27](Cl)=[O:28].C([O-])([O-])=O.[K+].[K+]>C(Cl)Cl>[C:1]([C@H:5]([N:9]([C:27](=[O:28])[C:26]1[CH:30]=[C:31]([O:34][CH3:35])[C:32]([CH3:33])=[C:24]([O:23][CH3:22])[CH:25]=1)[NH:10][C:11](=[O:21])[C:12]1[CH:17]=[CH:16][CH:15]=[C:14]([O:18][CH3:19])[C:13]=1[CH3:20])[CH2:6][CH2:7][CH3:8])([CH3:2])([CH3:3])[CH3:4] |f:2.3.4|. Procedure: (R)-3-methoxy-2-methyl-benzoic acid N′-(1-tert-butyl-butyl)-hydrazide (100 mg, 0.34 mmol) and 3,5-dimethoxy-4-methyl-benzoyl chloride (90 mg, 0.41 mmol) were dissolved in 1 mL methylene chloride. 1.5 eq. of ca. 25% K2CO3 was added, and the reaction mixture was stirred at room temperature and monitored by TLC. Upon completion, the phases were separated, adding additional CH2Cl2 and/or water as needed to aid manipulation. The CH2Cl2 phase was dried over MgSO4 or Na2SO4, and solvent was removed in ... Reaction SMILES: Cl.[NH2:2][C:3]1[S:4][C:5]([Cl:8])=[CH:6][N:7]=1.N1C=CC=CC=1.[C:15]([C:17]1[CH:18]=[C:19]([S:24](Cl)(=[O:26])=[O:25])[CH:20]=[CH:21][C:22]=1[F:23])#[N:16].Cl>ClCCl>[Cl:8][C:5]1[S:4][C:3]([NH:2][S:24]([C:19]2[CH:20]=[CH:21][C:22]([F:23])=[C:17]([C:15]#[N:16])[CH:18]=2)(=[O:25])=[O:26])=[N:7][CH:6]=1 |f:0.1|. Starting materials: C(#N)C=1C=C(C=CC1F)S(=O)(=O)Cl (3-cyano-4-fluorobenzenesulfonyl chloride), Cl (HCl), Cl.NC=1SC(=CN1)Cl (2-amino-5-chlorothiazole-hydrochloride), N1=CC=CC=C1 (pyridine). The product is ClC1=CN=C(S1)NS(=O)(=O)C1=CC(=C(C=C1)F)C#N (N-(5-chloro-thiazol-2-yl)-3-cyano-4-fluorobenzenesulfonamide). Procedure details: To a stirred mixture of 2-amino-5-chlorothiazole-hydrochloride (3.76 g, 22.0 mmol) in dichloromethane (20 ml) was added pyridine (8.09 ml, 100 mmol). 3-cyano-4-fluorobenzenesulfonyl chloride (4.39 g, 20 mmol) dissolved in dichloromethane (5 mL) and was added to the reaction mixture dropwise at room temperature. After stirring for 48 hours at room temperature, 1 N HCl (100 mL) was poured into the reaction and the mixture was extracted with dichloromethane/methanol (v/v=95/5, 100 ml) three times. ... Run in ClCCl (dichloromethane), ClCCl (dichloromethane). Reaction conditions: time 48 hour. Reported procedure: The title compound was prepared in a manner similar to Example Preparation 10 using ethyl 2-(3-cyanophenyl)acetate and 1,1-diethoxy-N,N-dimethylmethanamine to give the title compound. 1H NMR (400 MHz, DMSO-d6) δ ppm 1.12 (t, J=7.1 Hz, 3H) 2.67 (s, 6H) 4.00 (q, J=7.1 Hz, 2H) 7.42-7.45 (m, 1H) 7.45-7.50 (m, 1H) 7.53-7.55 (m, 1H) 7.57 (s, 1H) 7.64 (dt, J=7.1, 1.7 Hz, 1H). Reaction SMILES: [C:1]([C:3]1[CH:4]=[C:5]([CH2:9][C:10]([O:12][CH2:13][CH3:14])=[O:11])[CH:6]=[CH:7][CH:8]=1)#[N:2].C(O[CH:18](OCC)[N:19]([CH3:21])[CH3:20])C>>[C:1]([C:3]1[CH:4]=[C:5]([C:9](=[CH:18][N:19]([CH3:21])[CH3:20])[C:10]([O:12][CH2:13][CH3:14])=[O:11])[CH:6]=[CH:7][CH:8]=1)#[N:2]. The reactants are C(#N)C=1C=C(C=CC1)CC(=O)OCC (ethyl 2-(3-cyanophenyl)acetate), C(C)OC(N(C)C)OCC (1,1-diethoxy-N,N-dimethylmethanamine). Yields the product C(#N)C=1C=C(C=CC1)C(C(=O)OCC)=CN(C)C (ethyl 2-(3-cyanophenyl)-3-(dimethylamino)acrylate).